This data is from the Open Reaction Database (ORD), a public repository of structured organic reaction records. The task is: describe an organic reaction: reactants, conditions, products, and yield The reactants are CC(NC(=O)OC(C)(C)C)C(=O)NC1N=C(c2ccccn2)c2ccccc2N(C)C1=O, ClCCl, O=C(O)C(F)(F)F. Yields the product CC(N)C(=O)NC1N=C(c2ccccn2)c2ccccc2N(C)C1=O. Reaction SMILES: [C:1]([O:2][C:3](=[O:4])[NH:8][CH:9]([CH3:10])[C:11](=[O:12])[NH:13][CH:14]1[C:15](=[O:32])[N:16]([CH3:31])[c:17]2[c:18]([cH:27][cH:28][cH:29][cH:30]2)[C:19]([c:21]2[n:22][cH:23][cH:24][cH:25][cH:26]2)=[N:20]1)([CH3:5])([CH3:6])[CH3:7].[Cl:40][CH2:41][Cl:42].[F:33][C:34]([F:35])([F:36])[C:37]([OH:38])=[O:39]>>[NH2:8][CH:9]([CH3:10])[C:11](=[O:12])[NH:13][CH:14]1[C:15](=[O:32])[N:16]([CH3:31])[c:17]2[c:18]([cH:27][cH:28][cH:29][cH:30]2)[C:19]([c:21]2[n:22][cH:23][cH:24][cH:25][cH:26]2)=[N:20]1.